This data is from the Open Reaction Database (ORD), a public repository of structured organic reaction records. The task is: describe an organic reaction: reactants, conditions, products, and yield The reactants are O=C([O-])[O-], CCCC[N+](CCCC)(CCCC)CCCC, Cc1ccccc1, [Cl-], [Cs+], [Cs+], O=S([O-])c1cccc(OC(F)F)c1, Cc1ccc(S(=O)(=O)N2CCN(c3cc(I)ccc3C)CC2)cc1, [Na+]. The product is Cc1ccc(S(=O)(=O)N2CCN(c3cc(S(=O)(=O)c4cccc(OC(F)F)c4)ccc3C)CC2)cc1. Reaction SMILES: [C:39](=[O:40])([O-:41])[O-:42].[CH3:46][CH2:47][CH2:48][CH2:49][N+:50]([CH2:51][CH2:52][CH2:53][CH3:54])([CH2:55][CH2:56][CH2:57][CH3:58])[CH2:59][CH2:60][CH2:61][CH3:62].[CH3:63][c:64]1[cH:65][cH:66][cH:67][cH:68][cH:69]1.[Cl-:45].[Cs+:43].[Cs+:44].[F:25][CH:26]([O:27][c:28]1[cH:29][c:30]([S:34](=[O:35])[O-:36])[cH:31][cH:32][cH:33]1)[F:37].[I:1][c:2]1[cH:3][cH:4][c:5]([CH3:24])[c:6]([N:8]2[CH2:9][CH2:10][N:11]([S:14](=[O:15])(=[O:16])[c:17]3[cH:18][cH:19][c:20]([CH3:23])[cH:21][cH:22]3)[CH2:12][CH2:13]2)[cH:7]1.[Na+:38]>>[c:2]1([S:34]([c:30]2[cH:29][c:28]([O:27][CH:26]([F:25])[F:37])[cH:33][cH:32][cH:31]2)(=[O:35])=[O:36])[cH:3][cH:4][c:5]([CH3:24])[c:6]([N:8]2[CH2:9][CH2:10][N:11]([S:14](=[O:15])(=[O:16])[c:17]3[cH:18][cH:19][c:20]([CH3:23])[cH:21][cH:22]3)[CH2:12][CH2:13]2)[cH:7]1. Reactants: OB(O)CCCCCBr, CC1(O)CCC2CC1(O)C2(C)C, ClCCl, C1CCOC1, [Li]CCCC. Yields the product CC1(O)CCC2CC1(O)C2(C)C, OB(O)C(Cl)CCCCBr. RXN SMILES: [Br:9][CH2:10][CH2:11][CH2:12][CH2:13][CH2:14][B:15]([OH:16])[OH:17].[C:18]12([OH:29])[C:19]([CH3:27])([OH:28])[CH2:20][CH2:21][CH:22]([C:23]1([CH3:24])[CH3:25])[CH2:26]2.[CH2:1]([Cl:2])[Cl:3].[CH2:30]1[O:31][CH2:32][CH2:33][CH2:34]1.[CH2:4]([Li:5])[CH2:6][CH2:7][CH3:8]>>[C:18]12([OH:29])[C:19]([CH3:27])([OH:28])[CH2:20][CH2:21][CH:22]([C:23]1([CH3:24])[CH3:25])[CH2:26]2.[Cl:2][CH:14]([CH2:13][CH2:12][CH2:11][CH2:10][Br:9])[B:15]([OH:16])[OH:17]. Reactants: CC(Cl)c1ncccc1F, CC(C)CC(CO)Nc1nc(S)nc2nc(N)sc12. As a reaction SMILES: [Cl:20][CH:21]([CH3:22])[c:23]1[n:24][cH:25][cH:26][cH:27][c:28]1[F:29].[NH2:1][c:2]1[s:3][c:4]2[c:5]([n:6][c:7]([SH:18])[n:8][c:9]2[NH:10][CH:11]([CH2:12][OH:13])[CH2:14][CH:15]([CH3:16])[CH3:17])[n:19]1>>[NH2:1][c:2]1[s:3][c:4]2[c:5]([n:6][c:7]([S:18][CH:21]([CH3:22])[c:23]3[n:24][cH:25][cH:26][cH:27][c:28]3[F:29])[n:8][c:9]2[NH:10][CH:11]([CH2:12][OH:13])[CH2:14][CH:15]([CH3:16])[CH3:17])[n:19]1. Product: CC(C)CC(CO)Nc1nc(SC(C)c2ncccc2F)nc2nc(N)sc12. The reactants are C1COCCO1, O=CO, C#Cc1cc(C(=O)Oc2ccc(CC(=O)OC(C)(C)C)c(F)c2)cc2c1OC(C)(C)CC2(C)C. As a reaction SMILES: [CH2:35]1[O:36][CH2:37][CH2:38][O:39][CH2:40]1.[CH:41]([OH:42])=[O:43].[F:1][c:2]1[cH:3][c:4]([O:16][C:17](=[O:18])[c:19]2[cH:20][c:21]3[c:26]([c:27]([C:29]#[CH:30])[cH:28]2)[O:25][C:24]([CH3:31])([CH3:32])[CH2:23][C:22]3([CH3:33])[CH3:34])[cH:5][cH:6][c:7]1[CH2:8][C:9](=[O:10])[O:11][C:12]([CH3:13])([CH3:14])[CH3:15]>>[F:1][c:2]1[cH:3][c:4]([O:16][C:17](=[O:18])[c:19]2[cH:20][c:21]3[c:26]([c:27]([C:29]#[CH:30])[cH:28]2)[O:25][C:24]([CH3:31])([CH3:32])[CH2:23][C:22]3([CH3:33])[CH3:34])[cH:5][cH:6][c:7]1[CH2:8][C:9](=[O:10])[OH:11]. Yields the product C#Cc1cc(C(=O)Oc2ccc(CC(=O)O)c(F)c2)cc2c1OC(C)(C)CC2(C)C. Starting materials: C(C1=CC=CC=C1)OC(=O)N[C@@H](CC1=CC=CC=C1)C(=O)N[C@@H](CCCCNC(C(F)(F)F)=O)C(=O)O (N-Benzyloxycarbonyl-L-phenylalanyl-Nε -trifluoroacetyl-L-lysine), ( C ), C(C1=CC=CC=C1)OC(=O)N[C@@H](CC1=CC=CC=C1)C(=O)O (N-benzyloxycarbonyl-L-phenylalanine), FC(C(=O)NCCCC[C@H](N)C(=O)O)(F)F (Nε -trifluoroacetyl-L-lysine). Yields the product C(C1=CC=CC=C1)OC(=O)N[C@@H](CC1=CC=CC=C1)C(=O)N[C@@H](C)C(=O)O (N-Benzyloxycarbonyl-L-Phenylalanyl-L-Alanine). RXN SMILES: [CH2:1]([O:8][C:9]([NH:11][C@H:12]([C:20]([NH:22][C@H:23]([C:35]([OH:37])=[O:36])[CH2:24]CCCNC(=O)C(F)(F)F)=[O:21])[CH2:13][C:14]1[CH:19]=[CH:18][CH:17]=[CH:16][CH:15]=1)=[O:10])[C:2]1[CH:7]=[CH:6][CH:5]=[CH:4][CH:3]=1.C(OC(N[C@H](C(O)=O)CC1C=CC=CC=1)=O)C1C=CC=CC=1.FC(F)(F)C(NCCCC[C@@H](C(O)=O)N)=O>>[CH2:1]([O:8][C:9]([NH:11][C@H:12]([C:20]([NH:22][C@H:23]([C:35]([OH:37])=[O:36])[CH3:24])=[O:21])[CH2:13][C:14]1[CH:15]=[CH:16][CH:17]=[CH:18][CH:19]=1)=[O:10])[C:2]1[CH:3]=[CH:4][CH:5]=[CH:6][CH:7]=1. Reported procedure: N-Benzyloxycarbonyl-L-phenylalanyl-Nε -trifluoroacetyl-L-lysine (m.p. 143°-147° C.) from N-benzyloxycarbonyl-L-phenylalanine and Nε -trifluoroacetyl-L-lysine (A. T. Moore, et al., J. Chem. Soc. (C), 2349-2359 (1966)). Reactants: CCS, Fc1cnccc1-c1nc2cc(C(F)(F)F)ccc2o1, [Na], CN(C)C=O, O. The product is CCSc1cnccc1-c1nc2cc(C(F)(F)F)ccc2o1. As a reaction SMILES: [CH2:22]([CH3:23])[SH:24].[F:1][c:2]1[cH:3][n:4][cH:5][cH:6][c:7]1-[c:8]1[o:9][c:10]2[c:11]([n:12]1)[cH:13][c:14]([C:17]([F:18])([F:19])[F:20])[cH:15][cH:16]2.[Na:21].[O:25]=[CH:26][N:27]([CH3:28])[CH3:29].[OH2:30]>>[c:2]1([S:24][CH2:22][CH3:23])[cH:3][n:4][cH:5][cH:6][c:7]1-[c:8]1[o:9][c:10]2[c:11]([n:12]1)[cH:13][c:14]([C:17]([F:18])([F:19])[F:20])[cH:15][cH:16]2. The reactants are ClC1=CC=C(COC(=O)N[C@@H](CC2=CC=C(C=C2)O)C(=O)OC)C=C1 (methyl N-(4-chlorobenzyloxycarbonyl)tyrosinate), [H-].[Al+3].[Na+].[H-].[H-].[H-] (sodium aluminium hydride), Cl (hydrochloric acid). The solvent is O1CCCC1 (tetrahydrofuran). The product is ClC1=CC=C(COC(=O)N[C@@H](CC2=CC=C(C=C2)O)CO)C=C1 (N-(4-chlorobenzyloxycarbonyl)-tyrosinol). Isolated yield 66.1%. RXN SMILES: [Cl:1][C:2]1[CH:25]=[CH:24][C:5]([CH2:6][O:7][C:8]([NH:10][C@H:11]([C:20](OC)=[O:21])[CH2:12][C:13]2[CH:18]=[CH:17][C:16]([OH:19])=[CH:15][CH:14]=2)=[O:9])=[CH:4][CH:3]=1.[H-].[Al+3].[Na+].[H-].[H-].[H-].Cl>O1CCCC1>[Cl:1][C:2]1[CH:25]=[CH:24][C:5]([CH2:6][O:7][C:8]([NH:10][C@H:11]([CH2:20][OH:21])[CH2:12][C:13]2[CH:18]=[CH:17][C:16]([OH:19])=[CH:15][CH:14]=2)=[O:9])=[CH:4][CH:3]=1 |f:1.2.3.4.5.6|. Procedure: In 30 ml of tetrahydrofuran was dissoled 1.0 g of methyl N-(4-chlorobenzyloxycarbonyl)tyrosinate. To the solution was slowly added 280 mg of sodium aluminium hydride with stirring and the mixture was stirred for two hours. After addition of 50 ml of 1N hydrochloric acid, the mixture was concentrated in vacuo. The residue was extracted with ethyl acetate and the extract was washed with water, dried and concentrated to dryness. The residue was crystallized from ethyl acetate-petroleum ether to giv... Starting materials: ClC1=C(C2=C(N=C1)N(C(=C2)C=2C=NN(C2)C)S(=O)(=O)C2=CC=C(C)C=C2)/C(/N)=N/O ((Z)-5-chloro-N′-hydroxy-2-(1-methyl-1H-pyrazol-4-yl)-1-tosyl-1H-pyrrolo[2,3-b]pyridine-4-carboximidamide), OC1(CCC1)C(=O)O (1-hydroxycyclobutanecarboxylic acid), O.ON1N=NC2=C1C=CC=C2 (1-hydroxybenzotriazole hydrate), CN1CCOCC1 (4-methylmorpholine), Cl.CN(CCCN=C=NCC)C (N-(3-dimethylaminopropyl)-N′-ethylcarbodiimide hydrochloride). Run in CN(C=O)C (dimethylformamide), C(C)(=O)OCC (ethyl acetate). Conditions: time 3 hour. Product: ClC1=C(C2=C(N=C1)N(C(=C2)C=2C=NN(C2)C)S(=O)(=O)C2=CC=C(C)C=C2)/C(/N)=N/OC(=O)C2(CCC2)O ((Z)-5-chloro-N′-(1-hydroxycyclobutanecarbonyloxy)-2-(1-methyl-1H-pyrazol-4-yl)-1-tosyl-1H-pyrrolo[2,3-b]pyridine-4-carboximidamide). RXN SMILES: [Cl:1][C:2]1[CH:7]=[N:6][C:5]2[N:8]([S:17]([C:20]3[CH:26]=[CH:25][C:23]([CH3:24])=[CH:22][CH:21]=3)(=[O:19])=[O:18])[C:9]([C:11]3[CH:12]=[N:13][N:14]([CH3:16])[CH:15]=3)=[CH:10][C:4]=2[C:3]=1/[C:27](=[N:29]/[OH:30])/[NH2:28].[OH:31][C:32]1([C:36](O)=[O:37])[CH2:35][CH2:34][CH2:33]1.O.ON1C2C=CC=CC=2N=N1.CN1CCOCC1.Cl.CN(C)CCCN=C=NCC>CN(C)C=O.C(OCC)(=O)C>[Cl:1][C:2]1[CH:7]=[N:6][C:5]2[N:8]([S:17]([C:20]3[CH:21]=[CH:22][C:23]([CH3:24])=[CH:25][CH:26]=3)(=[O:19])=[O:18])[C:9]([C:11]3[CH:12]=[N:13][N:14]([CH3:16])[CH:15]=3)=[CH:10][C:4]=2[C:3]=1/[C:27](=[N:29]/[O:30][C:36]([C:32]1([OH:31])[CH2:35][CH2:34][CH2:33]1)=[O:37])/[NH2:28] |f:2.3,5.6|. Procedure: A solution of (Z)-5-chloro-N′-hydroxy-2-(1-methyl-1H-pyrazol-4-yl)-1-tosyl-1H-pyrrolo[2,3-b]pyridine-4-carboximidamide (Example 138B) (44 mg, 0.099 mmol), 1-hydroxycyclobutanecarboxylic acid (12.63 mg, 0.109 mmol), 1-hydroxybenzotriazole hydrate (7.57 mg, 0.049 mmol), and 4-methylmorpholine (0.038 mL, 0.346 mmol) in anhydrous dimethylformamide (1 mL) was treated with N-(3-dimethylaminopropyl)-N′-ethylcarbodiimide hydrochloride (28.4 mg, 0.148 mmol). The reaction was stirred for 3 hours at ambien... Reactants: N#Cc1ccc2occc2c1, ClCCl, CSCS(C)=O, CCOC(C)=O, [H-], [Mg+2], [Na+], O=S(=O)([O-])[O-], C1CCOC1, O. Product: CSC(=C(N)c1ccc2occc2c1)S(C)=O. As a reaction SMILES: [C:9](#[N:10])[c:11]1[cH:12][c:13]2[c:14]([o:15][cH:16][cH:17]2)[cH:18][cH:19]1.[CH2:37]([Cl:38])[Cl:39].[CH3:1][S:2][CH2:3][S:4](=[O:5])[CH3:6].[CH3:31][CH2:32][O:33][C:34](=[O:35])[CH3:36].[H-:7].[Mg+2:20].[Na+:8].[O-:21][S:22](=[O:23])(=[O:24])[O-:25].[O:26]1[CH2:27][CH2:28][CH2:29][CH2:30]1.[OH2:40]>>[CH3:1][S:2][C:3]([S:4](=[O:5])[CH3:6])=[C:9]([NH2:10])[c:11]1[cH:12][c:13]2[c:14]([o:15][cH:16][cH:17]2)[cH:18][cH:19]1. Starting materials: CCOC(=O)CCNCC(=O)OCC, CCOC(=O)Cl, [Na+], [Na+], O=C([O-])[O-], O. The product is CCOC(=O)CCN(CC(=O)OCC)C(=O)OCC. Reaction SMILES: [CH2:1]([CH3:2])[O:3][C:4](=[O:5])[CH2:6][NH:7][CH2:8][CH2:9][C:10](=[O:11])[O:12][CH2:13][CH3:14].[Cl:15][C:16](=[O:17])[O:18][CH2:19][CH3:20].[Na+:21].[Na+:22].[O-:23][C:24](=[O:25])[O-:26].[OH2:27]>>[CH2:1]([CH3:2])[O:3][C:4](=[O:5])[CH2:6][N:7]([CH2:8][CH2:9][C:10](=[O:11])[O:12][CH2:13][CH3:14])[C:16](=[O:17])[O:18][CH2:19][CH3:20].